Dataset: the Open Reaction Database (ORD), a public repository of structured organic reaction records. Task: describe an organic reaction: reactants, conditions, products, and yield Starting materials: BrC=1C(=C(C=2N(C1)C(NN2)=O)C2=CC(=CC=C2)C(F)(F)F)C (6-bromo-7-methyl-8-(3-trifluoromethyl-phenyl)-2H-[1,2,4]triazolo[4,3-a]pyridin-3-one), C([O-])([O-])=O.[Cs+].[Cs+] (cesium carbonate), C([O-])([O-])=O.[Cs+].[Cs+] (cesium carbonate), CS(=O)(=O)C1=CC=C(CBr)C=C1 (4-(methylsulfonyl)benzyl bromide), CS(=O)(=O)C1=CC=C(CBr)C=C1 (4-(methylsulfonyl)benzyl bromide), O (Water). Run in CN(C)C=O (DMF). Reaction conditions: time 20 hour. Product: BrC=1C(=C(C=2N(C1)C(N(N2)CC2=CC=C(C=C2)S(=O)(=O)C)=O)C2=CC(=CC=C2)C(F)(F)F)C (6-Bromo-2-(4-methanesulfonyl-benzyl)-7-methyl-8-(3-trifluoromethyl-phenyl)-2H-[1,2,4]triazolo[4,3-a]pyridin-3-one). Isolated yield 61.3%. Reaction SMILES: [Br:1][C:2]1[C:3]([CH3:22])=[C:4]([C:12]2[CH:17]=[CH:16][CH:15]=[C:14]([C:18]([F:21])([F:20])[F:19])[CH:13]=2)[C:5]2[N:6]([C:8](=[O:11])[NH:9][N:10]=2)[CH:7]=1.C(=O)([O-])[O-].[Cs+].[Cs+].[CH3:29][S:30]([C:33]1[CH:40]=[CH:39][C:36]([CH2:37]Br)=[CH:35][CH:34]=1)(=[O:32])=[O:31].O>CN(C=O)C>[Br:1][C:2]1[C:3]([CH3:22])=[C:4]([C:12]2[CH:17]=[CH:16][CH:15]=[C:14]([C:18]([F:20])([F:19])[F:21])[CH:13]=2)[C:5]2[N:6]([C:8](=[O:11])[N:9]([CH2:37][C:36]3[CH:35]=[CH:34][C:33]([S:30]([CH3:29])(=[O:32])=[O:31])=[CH:40][CH:39]=3)[N:10]=2)[CH:7]=1 |f:1.2.3|. Procedure: To a solution of 6-bromo-7-methyl-8-(3-trifluoromethyl-phenyl)-2H-[1,2,4]triazolo[4,3-a]pyridin-3-one (Int. 15, 55 mg, 0.148 mmol) in DMF (3 mL) was added cesium carbonate (58 mg, 0.177 mmol) followed by 4-(methylsulfonyl)benzyl bromide (40 mg, 0.163 mmol) and the mixture was stirred at RT for 20 hrs. Further amounts of cesium carbonate (25 mg) and 4-(methylsulfonyl)benzyl bromide (20 mg) were added and stirring was continued for 2 hrs. Water was added and the mixture was extracted with EtOAc (2... Reaction SMILES: [CH2:1]([c:2]1[cH:3][cH:4][cH:5][cH:6][cH:7]1)[O:8][c:9]1[cH:10][c:11]([C:16]2([O:21][CH3:22])[CH2:17][CH2:18][O:19][CH2:20]2)[cH:12][c:13]([F:15])[cH:14]1.[CH3:23][CH2:24][OH:25]>>[OH:8][c:9]1[cH:10][c:11]([C:16]2([O:21][CH3:22])[CH2:17][CH2:18][O:19][CH2:20]2)[cH:12][c:13]([F:15])[cH:14]1. Starting materials: COC1(c2cc(F)cc(OCc3ccccc3)c2)CCOC1, CCO. Yields the product COC1(c2cc(O)cc(F)c2)CCOC1.